The task is: describe an organic reaction: reactants, conditions, products, and yield. This data is from the Open Reaction Database (ORD), a public repository of structured organic reaction records. Reactants: CC[Si](Cl)(CC)CC, ClCCl, CCOC(=O)c1c(OCc2ccccc2)c2ccc(OC3OC(C)(C)C(OC)C(O)C3O)c(C)c2oc1=O, CCN(C(C)C)C(C)C, [Na+], O=P([O-])(O)O, c1c[nH]cn1. Yields the product CCOC(=O)c1c(OCc2ccccc2)c2ccc(OC3OC(C)(C)C(OC)C(O[Si](CC)(CC)CC)C3O)c(C)c2oc1=O. RXN SMILES: [CH2:53]([CH3:54])[Si:55]([Cl:56])([CH2:57][CH3:58])[CH2:59][CH3:60].[CH2:67]([Cl:68])[Cl:69].[CH3:1][C:2]1([CH3:38])[CH:3]([O:36][CH3:37])[CH:4]([OH:35])[CH:5]([OH:34])[CH:6]([O:8][c:9]2[c:10]([CH3:33])[c:11]3[c:12]([c:13]([O:23][CH2:24][c:25]4[cH:26][cH:27][cH:28][cH:29][cH:30]4)[c:14]([C:18](=[O:19])[O:20][CH2:21][CH3:22])[c:15](=[O:17])[o:16]3)[cH:31][cH:32]2)[O:7]1.[CH:39]([N:40]([CH:41]([CH3:42])[CH3:43])[CH2:44][CH3:45])([CH3:46])[CH3:47].[Na+:66].[P:61]([O-:62])([OH:63])([OH:64])=[O:65].[nH:48]1[cH:49][cH:50][n:51][cH:52]1>>[CH3:1][C:2]1([CH3:38])[CH:3]([O:36][CH3:37])[CH:4]([O:35][Si:55]([CH2:53][CH3:54])([CH2:57][CH3:58])[CH2:59][CH3:60])[CH:5]([OH:34])[CH:6]([O:8][c:9]2[c:10]([CH3:33])[c:11]3[c:12]([c:13]([O:23][CH2:24][c:25]4[cH:26][cH:27][cH:28][cH:29][cH:30]4)[c:14]([C:18](=[O:19])[O:20][CH2:21][CH3:22])[c:15](=[O:17])[o:16]3)[cH:31][cH:32]2)[O:7]1. Starting materials: S(=O)(=O)(O)O.ClC1=C(C=CC(=C1)N)N (2-Chloro-1,4-phenylenediamine sulfate), [OH-].[Na+] (sodium hydroxide). Solvent: O (water). The product is ClC1=C(C=CC(=C1)N)N (2-chloro-1,4-phenylenediamine). RXN SMILES: S(O)(O)(=O)=O.[Cl:6][C:7]1[CH:12]=[C:11]([NH2:13])[CH:10]=[CH:9][C:8]=1[NH2:14].[OH-].[Na+]>O>[Cl:6][C:7]1[CH:12]=[C:11]([NH2:13])[CH:10]=[CH:9][C:8]=1[NH2:14] |f:0.1,2.3|. Procedure details: 2-Chloro-1,4-phenylenediamine sulfate, ##STR9## was dissolved in water, neutralized with an aqueous sodium hydroxide solution, and extracted with ethyl ether. The ether extract layer, after removal of the ether, was purified by recrystallization, repeated twice, from chlorobenzene, and dried to obtain 2-chloro-1,4-phenylenediamine, ##STR10## In 500 ml of benzene, were dissolved 0.1 mole of said 2-chloro-1,4-phenylenediamine and 0.2 mole of distilled and dried p-methylbenzaldehyde. The resulting ... The solvent is C(C)O (ethanol), O1CCOCC1 (dioxane). Procedure details: To a solution of benzyl 4-(trans-4-cyclohexylcyclohexyl)-1-piperazinecarboxylate (4 g) in ethanol (40 ml) and dioxane (40 ml) was added 10% palladium on carbon (0.8 g), and hydrogen gas at atmosphere pressure for 7 hours. To the reaction mixture was added dichloromethane (40 ml). The reaction mixture was filtered, and the filtrate was concentrated by evaporation under reduced pressure to give 1-(trans-4-cyclohexylcyclohexyl)piperazine (1.56 g). As a reaction SMILES: [CH:1]1([C@H:7]2[CH2:12][CH2:11][C@H:10]([N:13]3[CH2:18][CH2:17][N:16](C(OCC4C=CC=CC=4)=O)[CH2:15][CH2:14]3)[CH2:9][CH2:8]2)[CH2:6][CH2:5][CH2:4][CH2:3][CH2:2]1.[H][H].ClCCl>C(O)C.O1CCOCC1.[Pd]>[CH:1]1([C@H:7]2[CH2:12][CH2:11][C@H:10]([N:13]3[CH2:14][CH2:15][NH:16][CH2:17][CH2:18]3)[CH2:9][CH2:8]2)[CH2:2][CH2:3][CH2:4][CH2:5][CH2:6]1. Yields the product C1(CCCCC1)[C@@H]1CC[C@H](CC1)N1CCNCC1 (1-(trans-4-cyclohexylcyclohexyl)piperazine). Starting materials: C1(CCCCC1)[C@@H]1CC[C@H](CC1)N1CCN(CC1)C(=O)OCC1=CC=CC=C1 (benzyl 4-(trans-4-cyclohexylcyclohexyl)-1-piperazinecarboxylate), [H][H] (hydrogen), ClCCl (dichloromethane). Reagents/catalysts: [Pd] (palladium on carbon). Isolated yield 59.9%. Reactants: CCCCCCCCCC(=O)Cl, CCOCC, Oc1cc(Cl)c(Cl)cc1Cl, c1ccncc1. The product is CCCCCCCCCC(=O)Oc1cc(Cl)c(Cl)cc1Cl. As a reaction SMILES: [C:1]([CH2:2][CH2:3][CH2:4][CH2:5][CH2:6][CH2:7][CH2:8][CH2:9][CH3:10])(=[O:11])[Cl:12].[CH3:23][CH2:24][O:25][CH2:26][CH3:27].[OH:13][c:14]1[cH:15][c:16]([Cl:17])[c:18]([Cl:19])[cH:20][c:21]1[Cl:22].[cH:28]1[cH:29][cH:30][n:31][cH:32][cH:33]1>>[C:1]([CH2:2][CH2:3][CH2:4][CH2:5][CH2:6][CH2:7][CH2:8][CH2:9][CH3:10])(=[O:11])[O:13][c:14]1[cH:15][c:16]([Cl:17])[c:18]([Cl:19])[cH:20][c:21]1[Cl:22]. Reactants: Cl (HCl), [OH-].[Na+] (NaOH), BrC=1C=C(C=C(C1)OC)N(C(C)=O)O (N-(3-Bromo-5-methoxy-phenyl)-N-hydroxy-acetamide), C(C)(=O)OC=C (vinyl acetate), Li2PdCl4, C(=O)([O-])[O-].[Na+].[Na+] (Na2CO3). Run in CCOC(=O)C (EtOAc), CCOC(=O)C (EtOAc), [Cl-].[Na+].O (brine), CO (MeOH). Reaction conditions: temperature 60 celsius, time 3 hour. Product: BrC1=C2C=CNC2=CC(=C1)OC (4-Bromo-6-methoxy-1H-indole). The yield is 46.3%. As a reaction SMILES: [Br:1][C:2]1[CH:3]=[C:4]([N:10](O)[C:11](=O)[CH3:12])[CH:5]=[C:6]([O:8][CH3:9])[CH:7]=1.C(OC=C)(=O)C.[OH-].[Na+].Cl.C([O-])([O-])=O.[Na+].[Na+]>CCOC(C)=O.[Cl-].[Na+].O.CO>[Br:1][C:2]1[CH:7]=[C:6]([O:8][CH3:9])[CH:5]=[C:4]2[C:3]=1[CH:12]=[CH:11][NH:10]2 |f:2.3,5.6.7,9.10.11|. Procedure: N-(3-Bromo-5-methoxy-phenyl)-N-hydroxy-acetamide (360 mg, 1.384 mmol) was dissolved in vinyl acetate (1.92 mL, 20.8 mmol), and Li2PdCl4 (18.2 mg, 69 μmol) was added. The reaction mixture was stirred for 3 hours at 60° C. The reaction mixture was diluted with EtOAc and brine; the organic layer was separated and concentrated under reduced pressure to give a solid, which was dissolved in 20 mL of MeOH. 1N aqueous NaOH (2.61 mL, 2.61 mmol) was added, and the reaction was stirred for two hours at roo... Reactants: [Li]CCCC (n-BuLi), N1[C@H](C(=O)O)CCC1 (L-proline), CC(=C1C=CC=C1)C1=CC=CC=C1 (6-methyl-6-phenylfulvene). Solvent: CCOCC (ether). The product is C1(=CC=CC=C1)C(C)C1=CC=CC1 ((1-phenylethyl)cyclopentadiene). The yield is 100.3%. Reaction SMILES: [Li]CCCC.N1CCC[C@H]1C(O)=O.[CH3:14][C:15]([C:21]1[CH:26]=[CH:25][CH:24]=[CH:23][CH:22]=1)=[C:16]1[CH:20]=[CH:19][CH:18]=[CH:17]1>CCOCC>[C:21]1([CH:15]([C:16]2[CH2:20][CH:19]=[CH:18][CH:17]=2)[CH3:14])[CH:26]=[CH:25][CH:24]=[CH:23][CH:22]=1. Procedure: n-BuLi (15 mL, 1.6M in hexanes, 24 mmol) was added dropwise to 1.4 g (12 mmol) of L-proline in 40 mL of ether. The resulting suspension was allowed to stir at room temperature over night. The reaction mixture was cooled to -78° C. and 2.0 g (12 mmol) of 6-methyl-6-phenylfulvene added dropwise. The reaction mixture was stirred at -78° C. for eight hours. The reaction mixture was allowed to warm to room temperature and the organic and aqueous layers were separated. The organic layer was dried over... Reactants: C(C)(=O)C1=NC=CC=C1 (Acetyl pyridine), C(C(=O)[O-])(=O)OC (methyl oxalate), COC(C(=CC(C=1C=NC=CC1)=O)O)=O (2-Hydroxy-4-oxo-4-pyridin-3-ylbut-2-enoic acid methyl ester), Cl.ClC=1C=C(C=CC1Cl)NN (3,4-dichlorophenyl hydrazine hydrochloride), Cl (HCl), C[O-].[Na+] (Sodium methoxide). Run in CO (MeOH), CCO (EtOH). Conditions: temperature 0 celsius, time 15 minute. Product: Cl.COC(=O)C1=NN(C(=C1)C=1C=NC=CC1)C1=CC(=C(C=C1)Cl)Cl (1-(3,4-Dichlorophenyl)-5-pyridin-3-yl-1H-pyrazole-3-carboxylic acid methyl ester hydrochloride). The yield is 128.0%. Reaction SMILES: C(C1C=CC=CN=1)(=O)C.C(OC)(=O)C([O-])=O.C[O-].[Na+].Cl.[CH3:21][O:22][C:23](=[O:35])[C:24](O)=[CH:25][C:26](=O)[C:27]1[CH:28]=[N:29][CH:30]=[CH:31][CH:32]=1.Cl.[Cl:37][C:38]1[CH:39]=[C:40]([NH:45][NH2:46])[CH:41]=[CH:42][C:43]=1[Cl:44]>CO.CCO>[ClH:37].[CH3:21][O:22][C:23]([C:24]1[CH:25]=[C:26]([C:27]2[CH:28]=[N:29][CH:30]=[CH:31][CH:32]=2)[N:45]([C:40]2[CH:41]=[CH:42][C:43]([Cl:44])=[C:38]([Cl:37])[CH:39]=2)[N:46]=1)=[O:35] |f:2.3,6.7,10.11|. Reported procedure: Acetyl pyridine (1.81 mL, 16.5 mmol) and methyl oxalate (3.12 g, 26.4 mmol) were dissolved in MeOH (30 mL, anhydrous). Sodium methoxide (6.9 mL, 25% in MeOH) was added over 10 min. Reaction solidified and was complete after 15 minutes. The solid mass was dissolved when acidified with HCl (10%, aqueous). The pH was then adjusted with NH4OH (conc) until precipitation ceased. The resulting solid was taken up in EtOAc. The aqueous layer was removed and extracted twice with EtOAc. The combined EtOAc ...